This data is from the Open Reaction Database (ORD), a public repository of structured organic reaction records. The task is: describe an organic reaction: reactants, conditions, products, and yield The reactants are C1(=CC=CC=C1)CCN (phenylethylamine), FC1=C(C=O)C=CC=C1 (2-fluorobenzaldehyde), SC(C(=O)O)CC(=O)O (mercaptosuccinic acid), C(OC)(OC)OC (trimethyl orthoformate). Run in CCOC(=O)C (EtOAc). Product: FC1=C(C=CC=C1)C1SC(C(N1CCC1=CC=CC=C1)=O)CC(=O)O (2-[2-(2-Fluorophenyl)-3-(2-phenylethyl)-4-oxo-thiazolidin-5-yl]-acetic Acid). As a reaction SMILES: [C:1]1([CH2:7][CH2:8][NH2:9])[CH:6]=[CH:5][CH:4]=[CH:3][CH:2]=1.[F:10][C:11]1[CH:18]=[CH:17][CH:16]=[CH:15][C:12]=1[CH:13]=O.[SH:19][CH:20]([CH2:24][C:25]([OH:27])=[O:26])[C:21](O)=[O:22].C(OC)(OC)OC>CCOC(C)=O>[F:10][C:11]1[CH:18]=[CH:17][CH:16]=[CH:15][C:12]=1[CH:13]1[N:9]([CH2:8][CH2:7][C:1]2[CH:6]=[CH:5][CH:4]=[CH:3][CH:2]=2)[C:21](=[O:22])[CH:20]([CH2:24][C:25]([OH:27])=[O:26])[S:19]1. Procedure details: A solution of phenylethylamine (85 μl), 2-fluorobenzaldehyde (143 μl) and mercaptosuccinic acid (306 mg) and trimethyl orthoformate (0.5 mL) in THP (3 mL) was heated at 80° C. for 4 hrs. The reaction mixture was cooled, diluted with EtOAc (2 mL) and washed twice with 2 ml of 1N HCl. The organic layer was concentrated to give a residue that was used in the next step without further purification.